This data is from the Open Reaction Database (ORD), a public repository of structured organic reaction records. The task is: describe an organic reaction: reactants, conditions, products, and yield The reactants are [OH-].[Na+] (NaOH), COCCOC=1C=C(C=C(C(=O)OC)C1)C(=O)OC (dimethyl 5-(2-methoxyethoxy)isophthalate). Run in CCO (EtOH). Run at temperature 40 celsius, time 4 hour. The product is COC(=O)C=1C=C(C(=O)O)C=C(C1)OCCOC (3-(methoxycarbonyl)-5-(2-methoxyethoxy)benzoic acid). The yield is 87.3%. Reaction SMILES: [OH-].[Na+].[CH3:3][O:4][CH2:5][CH2:6][O:7][C:8]1[CH:9]=[C:10]([C:18]([O:20]C)=[O:19])[CH:11]=[C:12]([CH:17]=1)[C:13]([O:15][CH3:16])=[O:14]>CCO>[CH3:16][O:15][C:13]([C:12]1[CH:11]=[C:10]([CH:9]=[C:8]([O:7][CH2:6][CH2:5][O:4][CH3:3])[CH:17]=1)[C:18]([OH:20])=[O:19])=[O:14] |f:0.1|. Procedure: NaOH (45 mmol) was added to the solution of dimethyl 5-(2-methoxyethoxy)isophthalate (30 mmol) in 50 ml EtOH and stirred for 4 h at 40° C. Excess of solvent was removed in vacuo and the residue was treated with 1N HCl (aqueous) and extracted with EtOAc. The organic phase was washed with brine, dried (MgSO4), filtered, and concentrated to afford 3-(methoxycarbonyl)-5-(2-methoxyethoxy)benzoic acid (87.3%). Reactants: Cl, Cl, Cl, O=C(O)C1CCOCC1, NC1CCC(CCN2CCN(c3nccc4sccc34)CC2)CC1. Yields the product O=C(NC1CCC(CCN2CCN(c3nccc4sccc34)CC2)CC1)C1CCOCC1. RXN SMILES: [ClH:1].[ClH:2].[ClH:3].[O:28]1[CH2:29][CH2:30][CH:31]([C:34](=[O:35])[OH:36])[CH2:32][CH2:33]1.[s:4]1[cH:5][cH:6][c:7]2[c:8]([N:13]3[CH2:14][CH2:15][N:16]([CH2:19][CH2:20][CH:21]4[CH2:22][CH2:23][CH:24]([NH2:27])[CH2:25][CH2:26]4)[CH2:17][CH2:18]3)[n:9][cH:10][cH:11][c:12]12>>[s:4]1[cH:5][cH:6][c:7]2[c:8]([N:13]3[CH2:14][CH2:15][N:16]([CH2:19][CH2:20][CH:21]4[CH2:22][CH2:23][CH:24]([NH:27][C:34]([CH:31]5[CH2:30][CH2:29][O:28][CH2:33][CH2:32]5)=[O:35])[CH2:25][CH2:26]4)[CH2:17][CH2:18]3)[n:9][cH:10][cH:11][c:12]12. The reactants are COCCCN1C(=O)CCc2ccc(COC3CN(C(=O)OC(C)(C)C)CCC3c3ccc(OCCCC#N)cc3)cc21, N. Product: COCCCN1C(=O)CCc2ccc(COC3CN(C(=O)OC(C)(C)C)CCC3c3ccc(OCCCCN)cc3)cc21. As a reaction SMILES: [C:1](#[N:2])[CH2:3][CH2:4][CH2:5][O:6][c:7]1[cH:8][cH:9][c:10]([CH:13]2[CH:14]([O:26][CH2:27][c:28]3[cH:29][cH:30][c:31]4[c:36]([cH:37]3)[N:35]([CH2:38][CH2:39][CH2:40][O:41][CH3:42])[C:34](=[O:43])[CH2:33][CH2:32]4)[CH2:15][N:16]([C:19](=[O:20])[O:21][C:22]([CH3:23])([CH3:24])[CH3:25])[CH2:17][CH2:18]2)[cH:11][cH:12]1.[NH3:44]>>[CH2:1]([NH2:2])[CH2:3][CH2:4][CH2:5][O:6][c:7]1[cH:8][cH:9][c:10]([CH:13]2[CH:14]([O:26][CH2:27][c:28]3[cH:29][cH:30][c:31]4[c:36]([cH:37]3)[N:35]([CH2:38][CH2:39][CH2:40][O:41][CH3:42])[C:34](=[O:43])[CH2:33][CH2:32]4)[CH2:15][N:16]([C:19](=[O:20])[O:21][C:22]([CH3:23])([CH3:24])[CH3:25])[CH2:17][CH2:18]2)[cH:11][cH:12]1. Reactants: O=C1C=CC=C2SC=3C=CC=CC3N=C12 (9-oxophenothiazin), CS(=O)(=O)OCCOC1=CC=C(C=C1)C=O (2-(4-formylphenoxy)ethyl methanesulfonate). The product is O=C1CC=CC=2SC=3C=CC=CC3N(C12)CCOC1=CC=C(C=O)C=C1 (4-[2-(9-Oxophenothiazin-10-yl)ethoxy]benzaldehyde). Yield: 65.1%. Reaction SMILES: [O:1]=[C:2]1[C:15]2[C:6]([S:7][C:8]3[CH:9]=[CH:10][CH:11]=[CH:12][C:13]=3[N:14]=2)=[CH:5][CH:4]=[CH:3]1.CS(O[CH2:21][CH2:22][O:23][C:24]1[CH:29]=[CH:28][C:27]([CH:30]=[O:31])=[CH:26][CH:25]=1)(=O)=O>>[O:1]=[C:2]1[C:15]2[N:14]([CH2:21][CH2:22][O:23][C:24]3[CH:29]=[CH:28][C:27]([CH:30]=[O:31])=[CH:26][CH:25]=3)[C:13]3[CH:12]=[CH:11][CH:10]=[CH:9][C:8]=3[S:7][C:6]=2[CH:5]=[CH:4][CH2:3]1. Reported procedure: The title compound (2.2 g, 67%) was prepared as a thick liquid from 9-oxophenothiazin (2.0 g, 9.3 mmol) and 2-(4-formylphenoxy)ethyl methanesulfonate (2.7 g, 11 mmol) using a similar procedure to that described in preparation 3. Starting materials: O=C1CC(c2cccc(Br)c2)c2cc3c(cc2N1)CCC3, [C-]#N, O. As a reaction SMILES: [Br:1][c:2]1[cH:3][c:4]([CH:8]2[CH2:9][C:10](=[O:21])[NH:11][c:12]3[cH:13][c:14]4[c:15]([cH:16][c:17]32)[CH2:18][CH2:19][CH2:20]4)[cH:5][cH:6][cH:7]1.[C-:22]#[N:23].[OH2:24]>>[c:2]1([C:22]#[N:23])[cH:3][c:4]([CH:8]2[CH2:9][C:10](=[O:21])[NH:11][c:12]3[cH:13][c:14]4[c:15]([cH:16][c:17]32)[CH2:18][CH2:19][CH2:20]4)[cH:5][cH:6][cH:7]1. The product is N#Cc1cccc(C2CC(=O)Nc3cc4c(cc32)CCC4)c1. Starting materials: C(CCCCC)[C@H]1CC=2C=CC(=CC2CC1)[C@@H]1C[C@@]2(COC(N2)=O)CC1 ((5R,7S)-7-((R)-6-hexyl-5,6,7,8-tetrahydronaphthalen-2-yl)-3-oxa-1-azaspiro[4.4]nonan-2-one), [OH-].[Na+] (NaOH). The solvent is O1CCOCC1 (dioxane), C(C)(=O)OCC (ethyl acetate). Conditions: temperature 100 celsius. Product: N[C@]1(C[C@H](CC1)C1=CC=2CC[C@H](CC2C=C1)CCCCCC)CO (((1R,3S)-1-amino-3-((R)-6-hexyl-5,6,7,8-tetrahydronaphthalen-2-yl)cyclopentyl)methanol). The yield is 78.2%. As a reaction SMILES: [CH2:1]([C@@H:7]1[CH2:16][CH2:15][C:14]2[CH:13]=[C:12]([C@H:17]3[CH2:26][CH2:25][C@@:19]4([NH:23]C(=O)[O:21][CH2:20]4)[CH2:18]3)[CH:11]=[CH:10][C:9]=2[CH2:8]1)[CH2:2][CH2:3][CH2:4][CH2:5][CH3:6].[OH-].[Na+]>O1CCOCC1.C(OCC)(=O)C>[NH2:23][C@:19]1([CH2:20][OH:21])[CH2:25][CH2:26][C@H:17]([C:12]2[CH:11]=[CH:10][C:9]3[CH2:8][C@H:7]([CH2:1][CH2:2][CH2:3][CH2:4][CH2:5][CH3:6])[CH2:16][CH2:15][C:14]=3[CH:13]=2)[CH2:18]1 |f:1.2|. Reported procedure: To a mixture of (5R,7S)-7-((R)-6-hexyl-5,6,7,8-tetrahydronaphthalen-2-yl)-3-oxa-1-azaspiro[4.4]nonan-2-one (400 mg, 1.125 mmol) in dioxane (30 mL) was added aqueous NaOH (1N, 20 mL). The reaction mixture was heated at 100° C. for 3 days, cooled to room temperature, diluted with ethyl acetate and washed with water. The organic layer was dried with MgSO4, filtered and concentrated. The crude material was purified on a silica gel cartridge (24 g) using an 20% (2N NH3/MeOH) in DCM/DCM gradient (0-75...